This data is from the Open Reaction Database (ORD), a public repository of structured organic reaction records. The task is: describe an organic reaction: reactants, conditions, products, and yield The reactants are C(CCC)[Sn](C1=CC=2C(=CN=CC2)O1)(CCCC)CCCC (2-(tributylstannyl)furo[2,3-c]pyridine), BrC1=CN=C2N1N=C(C=C2)Cl (3-bromo-6-chloroimidazo[1,2-b]pyridazine), C1(=CC=CC=C1)P(C1=CC=CC=C1)C1=CC=CC=C1 (triphenylphosphine). The reagents and catalysts are [Cu]I (copper (I) iodide). The solvent is C1CCOC1 (THF). Yields the product ClC=1C=CC=2N(N1)C(=CN2)C2=CC=1C(=CN=CC1)O2 (6-Chloro-3-(furo[2,3-c]pyridin-2-yl)imidazo[1,2-b]pyridazine). Isolated yield 43.7%. As a reaction SMILES: C([Sn](CCCC)(CCCC)[C:6]1[O:14][C:9]2=[CH:10][N:11]=[CH:12][CH:13]=[C:8]2[CH:7]=1)CCC.Br[C:24]1[N:28]2[N:29]=[C:30]([Cl:33])[CH:31]=[CH:32][C:27]2=[N:26][CH:25]=1.C1(P(C2C=CC=CC=2)C2C=CC=CC=2)C=CC=CC=1>C1COCC1.[Cu]I>[Cl:33][C:30]1[CH:31]=[CH:32][C:27]2[N:28]([C:24]([C:6]3[O:14][C:9]4=[CH:10][N:11]=[CH:12][CH:13]=[C:8]4[CH:7]=3)=[CH:25][N:26]=2)[N:29]=1. Reported procedure: To a stirred solution of crude 2-(tributylstannyl)furo[2,3-c]pyridine (1.9 g) in THF (20 mL) in an inert atmosphere was added 3-bromo-6-chloroimidazo[1,2-b]pyridazine (676 mg, 2.9 mmol), copper (I) iodide (55 mg, 0.29 mmol) bis(triphenylphosphine) palladium(II)chloride (102 mg, 0.145 mmol) and triphenylphosphine (38 mg, 0.145 mmol). The mixture was heated to reflux for 2 h. The solvent was removed in vacuum. The residue was dissolved in a mixture of dichloromethane and methanol, filtered through... The reactants are C1CCOC1, COc1cc(Nc2nc3c(c(Cc4ccccc4)n2)CNCC3)ccc1-n1cnc(C)c1, CC(=O)OC(C)=O. Product: COc1cc(Nc2nc3c(c(Cc4ccccc4)n2)CN(C(C)=O)CC3)ccc1-n1cnc(C)c1. As a reaction SMILES: [CH2:40]1[O:41][CH2:42][CH2:43][CH2:44]1.[CH2:8]([c:9]1[cH:10][cH:11][cH:12][cH:13][cH:14]1)[c:15]1[c:16]2[c:17]([n:18][c:19]([NH:21][c:22]3[cH:23][c:24]([O:34][CH3:35])[c:25](-[n:28]4[cH:29][n:30][c:31]([CH3:33])[cH:32]4)[cH:26][cH:27]3)[n:20]1)[CH2:36][CH2:37][NH:38][CH2:39]2.[CH3:1][C:2](=[O:3])[O:4][C:5](=[O:6])[CH3:7]>>[CH3:1][C:2](=[O:3])[N:38]1[CH2:37][CH2:36][c:17]2[c:16]([c:15]([CH2:8][c:9]3[cH:10][cH:11][cH:12][cH:13][cH:14]3)[n:20][c:19]([NH:21][c:22]3[cH:23][c:24]([O:34][CH3:35])[c:25](-[n:28]4[cH:29][n:30][c:31]([CH3:33])[cH:32]4)[cH:26][cH:27]3)[n:18]2)[CH2:39]1. RXN SMILES: [Br:48][CH2:49][CH2:50][CH2:51][CH2:52][Cl:53].[CH3:30][CH:31]([CH2:32][CH2:33][CH3:34])[NH:35][c:36]1[nH:37][c:38]2[n:44][c:41]([O:42][CH3:43])[n:40][c:39]-2[c:45]([NH2:46])[n:47]1.[Cl:1][CH2:2][CH2:3][CH2:4][CH2:5][n:6]1[c:7]2[n:8][c:9]([O:18][CH:19]([CH3:20])[CH2:21][CH3:22])[n:10][c:11]([NH2:17])[c:12]2[n:13][c:14]1[O:15][CH3:16].[F:23][C:24]([F:25])([F:26])[C:27]([OH:28])=[O:29]>>[Cl:1][CH2:2][CH2:3][CH2:4][CH2:5][n:6]1[c:7]2[n:8][c:9]([NH:35][CH:31]([CH3:30])[CH2:32][CH2:33][CH3:34])[n:10][c:11]([NH2:17])[c:12]2[n:13][c:14]1[O:15][CH3:16]. Starting materials: ClCCCCBr, CCCC(C)Nc1nc(N)c2nc(OC)nc-2[nH]1, CCC(C)Oc1nc(N)c2nc(OC)n(CCCCCl)c2n1, O=C(O)C(F)(F)F. Yields the product CCCC(C)Nc1nc(N)c2nc(OC)n(CCCCCl)c2n1. The reactants are [Mg+2], CC(C)(C)c1cc(I)c(O)c(CN)c1, O=S(=O)([O-])[O-], O=C1CCCCC1, C1CCOC1. Yields the product CC(C)(C)c1cc(I)c2c(c1)CNC1(CCCCC1)O2. RXN SMILES: [Mg+2:22].[NH2:1][CH2:2][c:3]1[c:4]([OH:14])[c:5]([I:13])[cH:6][c:7]([C:9]([CH3:10])([CH3:11])[CH3:12])[cH:8]1.[O-:23][S:24](=[O:25])(=[O:26])[O-:27].[O:15]=[C:16]1[CH2:17][CH2:18][CH2:19][CH2:20][CH2:21]1.[O:28]1[CH2:29][CH2:30][CH2:31][CH2:32]1>>[NH:1]1[CH2:2][c:3]2[c:4]([c:5]([I:13])[cH:6][c:7]([C:9]([CH3:10])([CH3:11])[CH3:12])[cH:8]2)[O:14][C:16]12[CH2:17][CH2:18][CH2:19][CH2:20][CH2:21]2.